describe an organic reaction: reactants, conditions, products, and yield From a dataset of the Open Reaction Database (ORD), a public repository of structured organic reaction records. Yields the product OC=1C2=C(C=NC1C(=O)NCC(=O)O)C(=NO2)C2=CC=CC=C2 ([(7-Hydroxy-3-phenyl-isoxazolo[4,5-c]pyridine-6-carbonyl)-amino]-acetic acid). Isolated yield 57.3%. RXN SMILES: [OH:1][C:2]1[C:3]2[O:15][N:14]=[C:13]([C:16]3[CH:21]=[CH:20][CH:19]=[CH:18][CH:17]=3)[C:4]=2[CH:5]=[N:6][C:7]=1[C:8]([O:10]CC)=O.[NH2:22][CH2:23][C:24]([OH:26])=[O:25].[O-]CC.[Na+].Cl>CN(C=O)C.O>[OH:1][C:2]1[C:3]2[O:15][N:14]=[C:13]([C:16]3[CH:17]=[CH:18][CH:19]=[CH:20][CH:21]=3)[C:4]=2[CH:5]=[N:6][C:7]=1[C:8]([NH:22][CH2:23][C:24]([OH:26])=[O:25])=[O:10] |f:2.3|. The reactants are Cl (hydrochloric acid), NCC(=O)O (Glycine), [O-]CC.[Na+] (sodium ethoxide), OC=1C2=C(C=NC1C(=O)OCC)C(=NO2)C2=CC=CC=C2 (Ethyl 7-hydroxy-3-phenylisoxazolo[4,5-c]pyridine-6-carboxylate). Procedure: Ethyl 7-hydroxy-3-phenylisoxazolo[4,5-c]pyridine-6-carboxylate (0.11 g, 0.39 mmol) was dissolved in 10 mL of DMF. Glycine (0.58 g, 7.75 mmol) and sodium ethoxide (0.40 g, 5.81 mmol) were added and the mixture was refluxed for 14 h. The mixture was cooled to room temperature and diluted with 60 mL of water. Concentrated hydrochloric acid was added dropwise until pH was 3. The resulting suspension was filtered and the solid was dried under vacuum to give 70 mg of the title compound. MS: (+) m/z 31... Run in CN(C)C=O (DMF), O (water). Starting materials: [N+](=O)([O-])C1=C(C=C(C(=C1[N+](=O)[O-])O)C(C)(C)C)C (2,3-dinitro-4-hydroxy-5-tert-butyltoluene), [H][H] (hydrogen). Reagents/catalysts: [C].[Pd] (palladium-carbon). Run in C(C)O (ethanol). The product is NC1=C(C=C(C(=C1N)O)C(C)(C)C)C (2,3-Diamino-4-hydroxy-5-tert-butyltoluene). Reaction SMILES: [N+:1]([C:4]1[C:9]([N+:10]([O-])=O)=[C:8]([OH:13])[C:7]([C:14]([CH3:17])([CH3:16])[CH3:15])=[CH:6][C:5]=1[CH3:18])([O-])=O.[H][H]>C(O)C.[C].[Pd]>[NH2:1][C:4]1[C:9]([NH2:10])=[C:8]([OH:13])[C:7]([C:14]([CH3:16])([CH3:15])[CH3:17])=[CH:6][C:5]=1[CH3:18] |f:3.4|. Reported procedure: A solution of 2,3-dinitro-4-hydroxy-5-tert-butyltoluene (Description 10) (7.5 g) in ethanol (350 ml) was hydrogenated at room temperature and atmospheric pressure over 10% palladium-carbon (2.5 g) until uptake of hydrogen ceased. The solution was filtered under nitrogen and evaporated to dryness in vacuo to afford the unstable title compound, m.p. 129°-136° C., which was used immediately for the next reaction.